Dataset: the Open Reaction Database (ORD), a public repository of structured organic reaction records. Task: describe an organic reaction: reactants, conditions, products, and yield Starting materials: CC#N, CCOC(=O)Cl, Nc1ccc([N+](=O)[O-])cc1Cl. Yields the product CCOC(=O)Nc1ccc([N+](=O)[O-])cc1Cl. Reaction SMILES: [CH3:18][C:19]#[N:20].[Cl:12][C:13](=[O:14])[O:15][CH2:16][CH3:17].[Cl:1][c:2]1[c:3]([NH2:4])[cH:5][cH:6][c:7]([N+:9](=[O:10])[O-:11])[cH:8]1>>[Cl:1][c:2]1[c:3]([NH:4][C:13](=[O:14])[O:15][CH2:16][CH3:17])[cH:5][cH:6][c:7]([N+:9](=[O:10])[O-:11])[cH:8]1. Starting materials: CI, Clc1ccc(-c2nc[nH]c2-c2ccc(Cl)cc2Cl)c(Cl)c1, [H-], [Na+], CN(C)C=O. Yields the product Cn1cnc(-c2ccc(Cl)cc2Cl)c1-c1ccc(Cl)cc1Cl. Reaction SMILES: [CH3:22][I:23].[Cl:1][c:2]1[c:3](-[c:9]2[n:10][cH:11][nH:12][c:13]2-[c:14]2[c:15]([Cl:21])[cH:16][c:17]([Cl:20])[cH:18][cH:19]2)[cH:4][cH:5][c:6]([Cl:8])[cH:7]1.[H-:24].[Na+:25].[O:26]=[CH:27][N:28]([CH3:29])[CH3:30]>>[Cl:1][c:2]1[c:3](-[c:9]2[n:10]([CH3:22])[cH:11][n:12][c:13]2-[c:14]2[c:15]([Cl:21])[cH:16][c:17]([Cl:20])[cH:18][cH:19]2)[cH:4][cH:5][c:6]([Cl:8])[cH:7]1. The reactants are C(C)(C)(C)OC(=O)N1CCC2N(CC(C21)C(NC2=CC=CC1=CC=CC=C21)=O)C(=O)OCC2=CC=CC=C2 (3-(Naphthalen-1-ylcarbamoyl)-hexahydro-pyrrolo[3,2-b]pyrrole-1,4-dicarboxylic acid 1-benzyl ester 4-tert-butyl ester). Reagents/catalysts: [Pd] (Pd/C). The solvent is CO.CCOC(=O)C (MeOH EtOAc). Reaction conditions: time 1.5 hour. Product: C(C)(C)(C)OC(=O)N1C2C(CC1)NCC2C(NC2=CC=CC1=CC=CC=C21)=O (6-(Naphthalen-1-ylcarbamoyl)-hexahydro-pyrrolo[3,2-b]pyrrole-1-carboxylic acid tert-butyl ester). The yield is 99.3%. RXN SMILES: [C:1]([O:5][C:6]([N:8]1[CH:15]2[CH:11]([N:12](C(OCC3C=CC=CC=3)=O)[CH2:13][CH:14]2[C:16](=[O:28])[NH:17][C:18]2[C:27]3[C:22](=[CH:23][CH:24]=[CH:25][CH:26]=3)[CH:21]=[CH:20][CH:19]=2)[CH2:10][CH2:9]1)=[O:7])([CH3:4])([CH3:3])[CH3:2]>[Pd].CO.CCOC(C)=O>[C:1]([O:5][C:6]([N:8]1[CH2:9][CH2:10][CH:11]2[NH:12][CH2:13][CH:14]([C:16](=[O:28])[NH:17][C:18]3[C:27]4[C:22](=[CH:23][CH:24]=[CH:25][CH:26]=4)[CH:21]=[CH:20][CH:19]=3)[CH:15]12)=[O:7])([CH3:4])([CH3:2])[CH3:3] |f:2.3|. Reported procedure: A solution of 53 (490 mg, 0.95 mmol) in 1:1 MeOH/EtOAc (4 mL) was treated with Pd/C (5% wet, ca. 100 mg) and placed under H2 (50 psi) using a Parr apparatus. After 1.5 h, the reaction mixture was filtered through syringe filter disc (Acrodisc-PSF-0.45 μM) and rinsed with MeOH. The filtrate was concentrated to afford crude 54 (360 mg) which was used without further purification. Mass spectrum, m/z [382.2] (M+H)+. Starting materials: COC1=CC=C(C=C1)N1N=C2C(CC1=O)CCSC1=C2C=CS1 (2-(4-methoxyphenyl)-4,4a,5,6-tetrahydrothieno[2',3':2,3]thiepino[4,5-c]-pyridazin-3(2H)-one), CS(=O)C (dimethylsulfoxide). Run in Br.C(C)(=O)O (hydrogen bromide acetic acid). Yields the product COC1=CC=C(C=C1)N1N=C2C(=CC1=O)CCSC1=C2C=CS1 (2-(4-methoxyphenyl)-5,6-dihydrothieno[2',3':2,3]thiepino[4,5-c]pyridazin-3(2H)-one). Isolated yield 68.0%. Reaction SMILES: [CH3:1][O:2][C:3]1[CH:8]=[CH:7][C:6]([N:9]2[C:14](=[O:15])[CH2:13][CH:12]3[CH2:16][CH2:17][S:18][C:19]4[S:23][CH:22]=[CH:21][C:20]=4[C:11]3=[N:10]2)=[CH:5][CH:4]=1.CS(C)=O>Br.C(O)(=O)C>[CH3:1][O:2][C:3]1[CH:8]=[CH:7][C:6]([N:9]2[C:14](=[O:15])[CH:13]=[C:12]3[CH2:16][CH2:17][S:18][C:19]4[S:23][CH:22]=[CH:21][C:20]=4[C:11]3=[N:10]2)=[CH:5][CH:4]=1 |f:2.3|. Procedure: To a solution of 14.8 g of 2-(4-methoxyphenyl)-4,4a,5,6-tetrahydrothieno[2',3':2,3]thiepino[4,5-c]-pyridazin-3(2H)-one in 100 ml of 30% hydrogen bromide-acetic acid is added 6.1 ml of dimethylsulfoxide with stirring at room temperature. The mixture is stirred for 4 hours at room temperature, poured into ice-cold water and extracted with chloroform. The extract is washed with water, dried and concentrated under reduced pressure. The resulting crystals are recrystallized from a mixed solvent of to... Reactants: CON=C(C(=O)NC1C(=O)N(S(=O)(=O)[O-])C1OC(C)=O)c1csc(NC(=O)CCl)n1, CSC(N)=S, [Na+], [Na], O. Product: CON=C(C(=O)NC1C(=O)N(S(=O)(=O)[O-])C1OC(C)=O)c1csc(N)n1, [Na+]. Reaction SMILES: [C:1]([CH3:2])(=[O:3])[O:4][CH:5]1[CH:6]([NH:14][C:15]([C:16](=[N:17][O:18][CH3:19])[c:20]2[n:21][c:22]([NH:25][C:26](=[O:27])[CH2:28][Cl:29])[s:23][cH:24]2)=[O:30])[C:7](=[O:13])[N:8]1[S:9](=[O:10])(=[O:11])[O-:12].[CH3:32][S:33][C:34](=[S:35])[NH2:36].[Na+:31].[Na:37].[OH2:38]>>[C:1]([CH3:2])(=[O:3])[O:4][CH:5]1[CH:6]([NH:14][C:15]([C:16](=[N:17][O:18][CH3:19])[c:20]2[n:21][c:22]([NH2:25])[s:23][cH:24]2)=[O:30])[C:7](=[O:13])[N:8]1[S:9](=[O:10])(=[O:11])[O-:12].[Na+:31]. The reactants are Br, CCOC(C)=O, OCCCCCc1ccccc1. Product: BrCCCCCc1ccccc1. As a reaction SMILES: [BrH:1].[CH3:14][CH2:15][O:16][C:17](=[O:18])[CH3:19].[c:2]1([CH2:8][CH2:9][CH2:10][CH2:11][CH2:12][OH:13])[cH:3][cH:4][cH:5][cH:6][cH:7]1>>[Br:1][CH2:12][CH2:11][CH2:10][CH2:9][CH2:8][c:2]1[cH:3][cH:4][cH:5][cH:6][cH:7]1. Reactants: Cc1cn(Cc2ccccc2)c(=O)n(CCCCl)c1=O, CO, O=C[O-], [NH4+]. Product: Cc1c[nH]c(=O)n(CCCCl)c1=O. Reaction SMILES: [CH2:1]([c:2]1[cH:3][cH:4][cH:5][cH:6][cH:7]1)[n:8]1[c:9](=[O:20])[n:10]([CH2:16][CH2:17][CH2:18][Cl:19])[c:11](=[O:15])[c:12]([CH3:14])[cH:13]1.[CH3:21][OH:22].[CH:23]([O-:24])=[O:25].[NH4+:26]>>[nH:8]1[c:9](=[O:20])[n:10]([CH2:16][CH2:17][CH2:18][Cl:19])[c:11](=[O:15])[c:12]([CH3:14])[cH:13]1. Starting materials: Br, CC(=O)O, OCCc1ccc(F)c(F)c1, O=S(=O)(O)O. Yields the product Fc1ccc(CCBr)cc1F. As a reaction SMILES: [BrH:12].[CH3:13][C:14](=[O:15])[OH:16].[F:1][c:2]1[cH:3][c:4]([CH2:9][CH2:10][OH:11])[cH:5][cH:6][c:7]1[F:8].[S:17](=[O:18])(=[O:19])([OH:20])[OH:21]>>[F:1][c:2]1[cH:3][c:4]([CH2:9][CH2:10][Br:12])[cH:5][cH:6][c:7]1[F:8]. Starting materials: C(C)[C@@H]1N(C2=CC=CC=C2[C@@H](C1)C(C(=O)NC1=CC=CC=C1)C)C(=O)C=1C=NC=CC1 ((±)-Cis-[2-ethyl-1-(pyridine-3-carbonyl)-1,2,3,4-tetrahydro-quinolin-4-yl]-N-phenyl-propionamide), C(CC)(=O)Cl (propionyl chloride), C(C)(=O)Cl (acetyl chloride), N1=CC(=CC=C1)Cl (3-pyridinyl chloride), O1C(=CC=C1)C(=O)Cl (2-furoyl chloride). Yields the product C[C@@H]1N(C2=CC=CC=C2[C@@H](C1)N(C(CC)=O)C1=CC=CC=C1)C(=O)C=1C=NC=CC1 ((±)-Cis-N-[2-methyl-1-(pyridine-3-carbonyl)-1,2,3,4-tetrahydro-quinolin-4-yl]-N-phenyl-propionamide). RXN SMILES: [CH2:1]([C@H:3]1[CH2:12][C@@H:11](C(C)C(NC2C=CC=CC=2)=O)[C:10]2[C:5](=[CH:6][CH:7]=[CH:8][CH:9]=2)[N:4]1[C:24]([C:26]1[CH:27]=[N:28][CH:29]=[CH:30][CH:31]=1)=[O:25])C.[N:32]1[CH:37]=[CH:36][CH:35]=[C:34](Cl)[CH:33]=1.[O:39]1C=[CH:42][CH:41]=[C:40]1C(Cl)=O.[C:47](Cl)(=O)CC.C(Cl)(=O)C>>[CH3:1][C@H:3]1[CH2:12][C@@H:11]([N:32]([C:37]2[CH:36]=[CH:35][CH:34]=[CH:33][CH:47]=2)[C:40](=[O:39])[CH2:41][CH3:42])[C:10]2[C:5](=[CH:6][CH:7]=[CH:8][CH:9]=2)[N:4]1[C:24]([C:26]1[CH:27]=[N:28][CH:29]=[CH:30][CH:31]=1)=[O:25]. Procedure: (±)-Cis-[2-ethyl-1-(pyridine-3-carbonyl)-1,2,3,4-tetrahydro-quinolin-4-yl]-N-phenyl-propionamide was made following general procedure A substituting 3-pyridinyl chloride for 2-furoyl chloride and propionyl chloride for acetyl chloride. Reactants: C(#N)C1=C(CBr)C=CC=C1 (2-cyanobenzyl bromide), C1=CC=C(C=C1)P(C2=CC=CC=C2)C3=CC=CC=C3 (Ph3P). Solvent: CC#N (CH3CN). Run at time 3 day. The product is [Br-].C(#N)C1=C(C[P+](C2=CC=CC=C2)(C2=CC=CC=C2)C2=CC=CC=C2)C=CC=C1 (2-cyanobenzyltriphenylphosphonium bromide). RXN SMILES: [C:1]([C:3]1[CH:10]=[CH:9][CH:8]=[CH:7][C:4]=1[CH2:5][Br:6])#[N:2].[CH:11]1[CH:16]=[CH:15][C:14]([P:17]([C:24]2[CH:29]=[CH:28][CH:27]=[CH:26][CH:25]=2)[C:18]2[CH:23]=[CH:22][CH:21]=[CH:20][CH:19]=2)=[CH:13][CH:12]=1>CC#N>[Br-:6].[C:1]([C:3]1[CH:10]=[CH:9][CH:8]=[CH:7][C:4]=1[CH2:5][P+:17]([C:18]1[CH:19]=[CH:20][CH:21]=[CH:22][CH:23]=1)([C:24]1[CH:29]=[CH:28][CH:27]=[CH:26][CH:25]=1)[C:14]1[CH:13]=[CH:12][CH:11]=[CH:16][CH:15]=1)#[N:2] |f:3.4|. Reported procedure: A mixture of 2-cyanobenzyl bromide (Aldrich; 2.0 g) and Ph3P (3.2 g) in 30 mL CH3CN were stirred for 3 days under nitrogen. The solution was concentrated to 15 mL, Et2O added, and the precipitate collected to provide 2-cyanobenzyltriphenylphosphonium bromide as a white solid.